This data is from the Open Reaction Database (ORD), a public repository of structured organic reaction records. The task is: describe an organic reaction: reactants, conditions, products, and yield Reaction SMILES: [F:1][C:2]1[CH:3]=[C:4]([NH:8][C:9]([C:11]2[NH:12][C:13]([C:16]3[C:24]4[C:19](=[CH:20][CH:21]=[C:22]([N+:25]([O-:27])=[O:26])[CH:23]=4)[NH:18][N:17]=3)=[CH:14][CH:15]=2)=[O:10])[CH:5]=[CH:6][CH:7]=1.[C:28]1(C)C=CC=CC=1>CNN.CN1CCCC1=O>[F:1][C:2]1[CH:3]=[C:4]([NH:8][C:9]([C:11]2[NH:12][C:13]([C:16]3[C:24]4[C:19](=[CH:20][CH:21]=[C:22]([N+:25]([O-:27])=[O:26])[CH:23]=4)[N:18]([CH3:28])[N:17]=3)=[CH:14][CH:15]=2)=[O:10])[CH:5]=[CH:6][CH:7]=1. The reactants are FC=1C=C(C=CC1)NC(=O)C=1NC(=CC1)C1=NNC2=CC=C(C=C12)[N+](=O)[O-] (5-(5-Nitro-1H-indazol-3-yl)-1H-pyrrole-2-carboxylic acid (3-fluoro-phenyl)-amide), C1(=CC=CC=C1)C (toluene). The solvent is CN1C(CCC1)=O (1-methyl-pyrrolin-2-one). Conditions: temperature 120 celsius. Product: FC=1C=C(C=CC1)NC(=O)C=1NC(=CC1)C1=NN(C2=CC=C(C=C12)[N+](=O)[O-])C (5-(1-Methyl-5-nitro-1H-indazol-3-yl)-1H-pyrrole-2-carboxylic acid (3-fluoro-phenyl)-amide). Reagents/catalysts: CNN (methyl hydrazine). Procedure: A mixture of 5-(2-chloro-5-nitro-benzoyl)-1H-pyrrole-2-carboxylic acid (3-fluoro-phenyl)-amide (250 mg, 0.6 mmol) (Example 47), methyl hydrazine (4 drops), toluene (0.6 mL) and 1-methyl-pyrrolin-2-one (0.2 mL) was heated at 120° C. for 2 hours. The reaction was concentrated, triturated with DCM and hexane to give 55 mg of the titled compound as a yellow solid. The reactants are CC(CN1C(=NC=2C=NC=3C=C(C=CC3C21)OC2COCC2)CCC)C (1-(2-methylpropyl)-2-propyl-7-(tetrahydrofuran-3-yloxy)-1H-imidazo[4,5-c]quinoline), C1=CC(=CC(=C1)Cl)C(=O)OO (mCPBA). Yields the product CC(CN1C(=NC=2C=[N+](C=3C=C(C=CC3C21)OC2COCC2)[O-])CCC)C (1-(2-methylpropyl)-5-oxido-2-propyl-7-(tetrahydrofuran-3-yloxy)-1H-imidazo[4,5-c]quinoline). Yield: 51.3%. RXN SMILES: [CH3:1][CH:2]([CH3:26])[CH2:3][N:4]1[C:16]2[C:15]3[CH:14]=[CH:13][C:12]([O:17][CH:18]4[CH2:22][CH2:21][O:20][CH2:19]4)=[CH:11][C:10]=3[N:9]=[CH:8][C:7]=2[N:6]=[C:5]1[CH2:23][CH2:24][CH3:25].C1C=C(Cl)C=C(C(OO)=[O:35])C=1>>[CH3:1][CH:2]([CH3:26])[CH2:3][N:4]1[C:16]2[C:15]3[CH:14]=[CH:13][C:12]([O:17][CH:18]4[CH2:22][CH2:21][O:20][CH2:19]4)=[CH:11][C:10]=3[N+:9]([O-:35])=[CH:8][C:7]=2[N:6]=[C:5]1[CH2:23][CH2:24][CH3:25]. Procedure: The method described in Part M of Example 2 was used to treat 1-(2-methylpropyl)-2-propyl-7-(tetrahydrofuran-3-yloxy)-1H-imidazo[4,5-c]quinoline (1.1 g, 3.1 mmol) with mCPBA (1.07 g, 3.72 mmol). The crude product was purified by column chromatography on silica gel to afford 0.588 g of 1-(2-methylpropyl)-5-oxido-2-propyl-7-(tetrahydrofuran-3-yloxy)-1H-imidazo[4,5-c]quinoline as a yellow solid. The reactants are CC=C(CBr)C(=O)OC, CC(C)(C=NCc1ccccc1)SCc1ccccc1, C1CCOC1, [Cl-], Cl, [NH4+], [Zn]. The product is CC=C1CC(C(C)(C)SCc2ccccc2)N(Cc2ccccc2)C1=O. RXN SMILES: [Br:2][CH2:3][C:4]([C:5](=[O:6])[O:7][CH3:8])=[CH:9][CH3:10].[CH2:11]([c:12]1[cH:13][cH:14][cH:15][cH:16][cH:17]1)[S:18][C:19]([CH:20]=[N:21][CH2:22][c:23]1[cH:24][cH:25][cH:26][cH:27][cH:28]1)([CH3:29])[CH3:30].[CH2:33]1[O:34][CH2:35][CH2:36][CH2:37]1.[Cl-:31].[ClH:1].[NH4+:32].[Zn:38]>>[CH2:3]1[C:4](=[CH:9][CH3:10])[C:5](=[O:6])[N:21]([CH2:22][c:23]2[cH:24][cH:25][cH:26][cH:27][cH:28]2)[CH:20]1[C:19]([S:18][CH2:11][c:12]1[cH:13][cH:14][cH:15][cH:16][cH:17]1)([CH3:29])[CH3:30]. Starting materials: C(C)OC(C1=CN=CC=C1OCC)=O (4-ethoxynicotinic acid ethyl ester), COC=1C=CC2=C(C(=C2)COS(=O)(=O)C2=CC=C(C=C2)C)C1 (p-toluenesulphonic acid (5-methoxybenzocyclobuten-1-yl)methyl ester). The solvent is C(C)O (ethanol). Reaction conditions: time 3 day. Product: S(=O)(=O)([O-])C1=CC=C(C)C=C1.COC=1C=CC2=C(C(=C2)C[N+]2=CC(=C(C=C2)OCC)C(=O)OCC)C1 (1-[(5-methoxy- benzocyclobuten-1-yl)methyl]-3-ethoxycarbonyl-4-ethoxypyridinium tosylate). As a reaction SMILES: [CH2:1]([O:3][C:4](=[O:14])[C:5]1[C:10]([O:11][CH2:12][CH3:13])=[CH:9][CH:8]=[N:7][CH:6]=1)[CH3:2].[CH3:15][O:16][C:17]1[CH:18]=[CH:19][C:20]2[CH:23]=[C:22]([CH2:24][O:25][S:26]([C:29]3[CH:34]=[CH:33][C:32]([CH3:35])=[CH:31][CH:30]=3)(=[O:28])=[O:27])[C:21]=2[CH:36]=1>C(O)C>[S:26]([C:29]1[CH:34]=[CH:33][C:32]([CH3:35])=[CH:31][CH:30]=1)([O-:28])(=[O:27])=[O:25].[CH3:15][O:16][C:17]1[CH:18]=[CH:19][C:20]2[CH:23]=[C:22]([CH2:24][N+:7]3[CH:8]=[CH:9][C:10]([O:11][CH2:12][CH3:13])=[C:5]([C:4]([O:3][CH2:1][CH3:2])=[O:14])[CH:6]=3)[C:21]=2[CH:36]=1 |f:3.4|. Procedure: 19.52 g of 4-ethoxynicotinic acid ethyl ester are added to a solution of 31.84 g (0.1 mol) of p-toluenesulphonic acid (5-methoxybenzocyclobuten-1-yl)methyl ester in 150 ml of 95% ethanol and the whole is stirred for 3 days at room temperature. After distilling off the solvent under reduced pressure, 1-[(5-methoxy- benzocyclobuten-1-yl)methyl]-3-ethoxycarbonyl-4-ethoxypyridinium tosylate is obtained in the form of a light-yellow foam. Starting materials: [O-2].[Mg+2] (magnesium oxide), [OH-].[Mg+2].[OH-] (magnesium hydroxide), B(O)(O)O (boric acid). The solvent is O (water). The product is B([O-])([O-])[O-].[Mg+2].B([O-])([O-])[O-].[Mg+2].[Mg+2] (magnesium borate). Reaction SMILES: [O-2].[Mg+2:2].[OH-].[Mg+2].[OH-].[B:6]([OH:9])([OH:8])[OH:7]>O>[B:6]([O-:9])([O-:8])[O-:7].[Mg+2:2].[B:6]([O-:9])([O-:8])[O-:7].[Mg+2:2].[Mg+2:2] |f:0.1,2.3.4,7.8.9.10.11|. Procedure details: first adding, under continuous agitation, a sufficient amount of a powdered magnesium oxide or magnesium hydroxide to an aqueous radioactive waste solution containing boric acid, the temperature of the water solution being 55-95 degrees C. to produce a magnesium borate derivative; Reactants: CCCC1(c2cccc(OC)c2)CCN(C)CC1C, CC(=O)O. Product: CCCC1(c2cccc(OC)c2)C=CN(C)CC1C. As a reaction SMILES: [CH3:1][N:2]1[CH2:3][CH2:4][C:5]([c:9]2[cH:10][c:11]([O:15][CH3:16])[cH:12][cH:13][cH:14]2)([CH2:17][CH2:18][CH3:19])[CH:6]([CH3:8])[CH2:7]1.[CH3:20][C:21](=[O:22])[OH:23]>>[CH3:1][N:2]1[CH:3]=[CH:4][C:5]([c:9]2[cH:10][c:11]([O:15][CH3:16])[cH:12][cH:13][cH:14]2)([CH2:17][CH2:18][CH3:19])[CH:6]([CH3:8])[CH2:7]1. The reactants are COc1ccc[nH]c1=O, [H-], CCCCI, [Na+], CN(C)C=O. Yields the product CCCCn1cccc(OC)c1=O. Reaction SMILES: [CH3:1][O:2][c:3]1[c:4](=[O:9])[nH:5][cH:6][cH:7][cH:8]1.[H-:10].[I:12][CH2:13][CH2:14][CH2:15][CH3:16].[Na+:11].[O:17]=[CH:18][N:19]([CH3:20])[CH3:21]>>[CH3:1][O:2][c:3]1[c:4](=[O:9])[n:5]([CH2:13][CH2:14][CH2:15][CH3:16])[cH:6][cH:7][cH:8]1. Starting materials: C1(CCCC1)N1S(C=CC2=CN=C(N=C12)SC)(=O)=O (1-Cyclopentyl-7-methylsulfanyl-2-thia-1,6,8-triaza-naphthalene 2,2-dioxide), C1(=CC=CC=C1)S(=O)(=O)N1OC1C1=CC=CC=C1 (2-benzenesulfonyl-3-phenyl-oxaziridine). Solvent: ClCCl (dichloromethane), CO (methanol). Conditions: time 8 hour. Yields the product C1(CCCC1)N1S(C=CC2=CN=C(N=C12)S(=O)C)(=O)=O (1-Cyclopentyl-7-methylsulfinyl-1H-thia-1,6,8-triaza-naphthalene 2,2-dioxide). The yield is 83.3%. As a reaction SMILES: [CH:1]1([N:6]2[C:15]3[C:10](=[CH:11][N:12]=[C:13]([S:16][CH3:17])[N:14]=3)[CH:9]=[CH:8][S:7]2(=[O:19])=[O:18])[CH2:5][CH2:4][CH2:3][CH2:2]1.C1(S(N2C(C3C=CC=CC=3)O2)(=O)=[O:27])C=CC=CC=1>ClCCl.CO>[CH:1]1([N:6]2[C:15]3[C:10](=[CH:11][N:12]=[C:13]([S:16]([CH3:17])=[O:27])[N:14]=3)[CH:9]=[CH:8][S:7]2(=[O:18])=[O:19])[CH2:2][CH2:3][CH2:4][CH2:5]1. Procedure: 1-Cyclopentyl-7-methylsulfanyl-2-thia-1,6,8-triaza-naphthalene 2,2-dioxide (6.0 g, 20 mmol) prepared as in Example 1 and 2-benzenesulfonyl-3-phenyl-oxaziridine (6.3 g, 24 mmol) were dissolved in 50% dichloromethane in methanol (75 ml) and stirred overnight at room temperature. Following evaporation of the solvent, the crude product was purified by recrystallization in diethyl ether/methanol to yield 5.22 g (83% yield) 1-Cyclopentyl-7-methylsulfinyl-1H-thia-1,6,8-triaza-naphthalene 2,2-dioxide as...